From a dataset of the Open Reaction Database (ORD), a public repository of structured organic reaction records. describe an organic reaction: reactants, conditions, products, and yield Starting materials: [OH-].[Na+] (sodium hydroxide), FC(C(=O)[O-])(F)F.[NH+]1=CC=CC=C1 (pyridinium trifluoroacetate), CS(=O)C (dimethyl sulfoxide), Cl.CN(CCCN=C=NCC)C (1-(3-dimethylaminopropyl)-3-ethylcarbodiimide hydrochloride). The solvent is C(C)(=O)OCC (ethyl acetate), O (water), C(Cl)Cl (methylene chloride). Reaction conditions: time 2 hour. The product is C(C)(=O)OCC.CC(=O)C.[OH-].[NH4+] (ethyl acetate acetone ammonium hydroxide), title compound. Isolated yield 82.0%. Reaction SMILES: CS(C)=[O:3].Cl.C[N:7](C)[CH2:8][CH2:9][CH2:10]N=C=N[CH2:14][CH3:15].F[C:18](F)(F)[C:19]([O-:21])=[O:20].[NH+]1C=CC=CC=1.[OH-:30].[Na+]>C(Cl)Cl.O.C(OCC)(=O)C>[C:19]([O:21][CH2:14][CH3:15])(=[O:20])[CH3:18].[CH3:8][C:9]([CH3:10])=[O:3].[OH-:30].[NH4+:7] |f:1.2,3.4,5.6,10.11.12.13|. Reported procedure: To a solution of 5.9 g (7.4 mmol) of 2'-O-Acetyl-9-deoxo-8a-aza-8a-methyl-8a-homoerythromycin A in 100 ml of dry methylene chloride under nitrogen at room temperature was successively added 5.3 ml (74.7 mmol) of dimethyl sulfoxide, 7.15 g (19.5 mmol) of 1-(3-dimethylaminopropyl)-3-ethylcarbodiimide hydrochloride and 7.15 g (37 mmol) of pyridinium trifluoroacetate. The reaction mixture was stirred for 2 hours, at which point 300 ml of ethyl acetate followed by 100 ml of water was added. The pH of... Starting materials: ClCc1coc2cc(Oc3nc4ncccc4s3)ccc12, [N-]=[N+]=[N-], [Na+], CN(C)C=O. Yields the product [N-]=[N+]=NCc1coc2cc(Oc3nc4ncccc4s3)ccc12. RXN SMILES: [Cl:1][CH2:2][c:3]1[cH:4][o:5][c:6]2[c:7]1[cH:8][cH:9][c:10]([O:12][c:13]1[s:14][c:15]3[c:16]([n:17][cH:18][cH:19][cH:20]3)[n:21]1)[cH:11]2.[N-:23]=[N+:24]=[N-:25].[Na+:22].[O:26]=[CH:27][N:28]([CH3:29])[CH3:30]>>[CH2:2]([c:3]1[cH:4][o:5][c:6]2[c:7]1[cH:8][cH:9][c:10]([O:12][c:13]1[s:14][c:15]3[c:16]([n:17][cH:18][cH:19][cH:20]3)[n:21]1)[cH:11]2)[N:23]=[N+:24]=[N-:25]. Starting materials: NC1=C(CCC2N(CCCC2)C)C=CC=C1 (2-(o-aminophenethyl)-1-methylpiperidine), C(C)(=O)OC1=CC=C(C(=O)Cl)C=C1 (p-acetoxybenzoyl chloride). The solvent is N1=CC=CC=C1 (pyridine). The product is C(C)(=O)OC1=CC=C(C(=O)NC2=C(C=CC=C2)CCC2N(CCCC2)C)C=C1 (4-acetoxy-2'-[2-(1-methyl-2-piperidyl)-ethyl]benzanilide). RXN SMILES: [NH2:1][C:2]1[CH:16]=[CH:15][CH:14]=[CH:13][C:3]=1[CH2:4][CH2:5][CH:6]1[CH2:11][CH2:10][CH2:9][CH2:8][N:7]1[CH3:12].[C:17]([O:20][C:21]1[CH:29]=[CH:28][C:24]([C:25](Cl)=[O:26])=[CH:23][CH:22]=1)(=[O:19])[CH3:18]>N1C=CC=CC=1>[C:17]([O:20][C:21]1[CH:29]=[CH:28][C:24]([C:25]([NH:1][C:2]2[CH:16]=[CH:15][CH:14]=[CH:13][C:3]=2[CH2:4][CH2:5][CH:6]2[CH2:11][CH2:10][CH2:9][CH2:8][N:7]2[CH3:12])=[O:26])=[CH:23][CH:22]=1)(=[O:19])[CH3:18]. Procedure: Reaction of 2-(o-aminophenethyl)-1-methylpiperidine with p-acetoxybenzoyl chloride in pyridine according to Example 1 provides 4-acetoxy-2'-[2-(1-methyl-2-piperidyl)-ethyl]benzanilide. Analytically pure product is obtained by crystallization from isopropyl ether, m.p. 88°-108° C. (corr.). The broad melting point of the analytically pure material is due to polymorphism. The product is Nc1nc(F)nc2c1ncn2C1OC(COC(=O)c2ccccc2)C(OC(=O)c2ccccc2)C1O. Reactants: CC(=O)[O-], Nc1nc(F)nc2c1ncn2C1OC(COC(=O)c2ccccc2)C(OC(=O)c2ccccc2)C1OC(=O)c1ccccc1, [NH3+]O, c1ccncc1. RXN SMILES: [C:1]([O-:2])(=[O:3])[CH3:4].[F:7][c:8]1[n:9][c:10]([NH2:50])[c:11]2[n:12][cH:13][n:14]([CH:15]3[CH:16]([O:17][C:18](=[O:19])[c:20]4[cH:21][cH:22][cH:23][cH:24][cH:25]4)[CH:26]([O:27][C:28]([c:29]4[cH:30][cH:31][cH:32][cH:33][cH:34]4)=[O:35])[CH:36]([CH2:37][O:38][C:39]([c:40]4[cH:41][cH:42][cH:43][cH:44][cH:45]4)=[O:46])[O:47]3)[c:48]2[n:49]1.[OH:5][NH3+:6].[cH:51]1[cH:52][cH:53][n:54][cH:55][cH:56]1>>[F:7][c:8]1[n:9][c:10]([NH2:50])[c:11]2[n:12][cH:13][n:14]([CH:15]3[CH:16]([OH:17])[CH:26]([O:27][C:28]([c:29]4[cH:30][cH:31][cH:32][cH:33][cH:34]4)=[O:35])[CH:36]([CH2:37][O:38][C:39]([c:40]4[cH:41][cH:42][cH:43][cH:44][cH:45]4)=[O:46])[O:47]3)[c:48]2[n:49]1. The reactants are COc1ccc(CC(Cl)(c2ccccc2)c2ccccc2)cc1, CCCCCC(O)C=CI, c1ccncc1. The product is CCCCCC(C=CI)OC(Cc1ccc(OC)cc1)(c1ccccc1)c1ccccc1. Reaction SMILES: [CH2:11]([c:12]1[cH:13][cH:14][c:15]([O:18][CH3:19])[cH:16][cH:17]1)[C:20]([c:21]1[cH:22][cH:23][cH:24][cH:25][cH:26]1)([c:27]1[cH:28][cH:29][cH:30][cH:31][cH:32]1)[Cl:33].[I:1][CH:2]=[CH:3][CH:4]([CH2:5][CH2:6][CH2:7][CH2:8][CH3:9])[OH:10].[cH:34]1[cH:35][cH:36][n:37][cH:38][cH:39]1>>[I:1][CH:2]=[CH:3][CH:4]([CH2:5][CH2:6][CH2:7][CH2:8][CH3:9])[O:10][C:20]([CH2:11][c:12]1[cH:13][cH:14][c:15]([O:18][CH3:19])[cH:16][cH:17]1)([c:21]1[cH:22][cH:23][cH:24][cH:25][cH:26]1)[c:27]1[cH:28][cH:29][cH:30][cH:31][cH:32]1. Starting materials: BrC=1C=C(C=CC1F)C1(COCC(N1)=S)C ((RS)-5-(3-bromo-4-fluoro-phenyl)-5-methyl-morpholin-3-thione), N (ammonia), C(C)(C)(C)OO (tert-butyl hydroperoxide). Solvent: CO (methanol), CO (methanol), O (water). Reaction conditions: time 8 hour. Yields the product BrC=1C=C(C=CC1F)C1(N=C(COC1)N)C ((RS)-5-(3-bromo-4-fluoro-phenyl)-5-methyl-5,6-dihydro-2H-[1,4]oxazin-3-ylamine). RXN SMILES: [Br:1][C:2]1[CH:3]=[C:4]([C:9]2([CH3:16])[NH:14][C:13](=S)[CH2:12][O:11][CH2:10]2)[CH:5]=[CH:6][C:7]=1[F:8].[NH3:17].C(OO)(C)(C)C>CO.O>[Br:1][C:2]1[CH:3]=[C:4]([C:9]2([CH3:16])[CH2:10][O:11][CH2:12][C:13]([NH2:17])=[N:14]2)[CH:5]=[CH:6][C:7]=1[F:8]. Procedure: A solution of (RS)-5-(3-bromo-4-fluoro-phenyl)-5-methyl-morpholin-3-thione (intermediate XVIII-1) (202 mg, 0.7 mmol) in methanol (15 ml) was treated with a solution of ammonia in methanol (7M, 5.7 ml, 39.8 mmol) and an aqueous solution of tert-butyl hydroperoxide (70% in water, 0.91 ml, 6.6 mmol). After stiffing at room temperature overnight, the reaction mixture was diluted with water and extracted three times with dichloromethane. The combined organic layers were washed with water, then dried ...